Dataset: the Open Reaction Database (ORD), a public repository of structured organic reaction records. Task: describe an organic reaction: reactants, conditions, products, and yield Reactants: CCO, Cc1c([N+](=O)[O-])ccc2[nH]cc(CCCO)c12. The product is Cc1c(N)ccc2[nH]cc(CCCO)c12. As a reaction SMILES: [CH3:18][CH2:19][OH:20].[CH3:1][c:2]1[c:3]2[c:4]([CH2:14][CH2:15][CH2:16][OH:17])[cH:5][nH:6][c:7]2[cH:8][cH:9][c:10]1[N+:11]([O-:12])=[O:13]>>[CH3:1][c:2]1[c:3]2[c:4]([CH2:14][CH2:15][CH2:16][OH:17])[cH:5][nH:6][c:7]2[cH:8][cH:9][c:10]1[NH2:11].